Dataset: the Open Reaction Database (ORD), a public repository of structured organic reaction records. Task: describe an organic reaction: reactants, conditions, products, and yield Starting materials: C(C1=CC=CC=C1)(C1=CC=CC=C1)[C@@H]1OC[C@H]2O[C@H]2C1 ((1R, 4R, 6S)-4-benzhydryl-3,7-dioxa-bicyclo[4.1.0]-heptane), COC1=CC=C(CN)C=C1 (p-methoxybenzylamine). Solvent: C(C)O (ethanol). Product: C(C1=CC=CC=C1)(C1=CC=CC=C1)[C@@H]1OC[C@@H]([C@H](C1)O)NCC1=CC=C(C=C1)OC ((2R, 4S, 5S)-2-benzhydryl-5-(4-methoxy-benzylamino)-tetrahydropyran-4-ol). Yield: 79.3%. Reaction SMILES: [CH:1]([C@H:14]1[CH2:20][C@H:19]2[C@H:17]([O:18]2)[CH2:16][O:15]1)([C:8]1[CH:13]=[CH:12][CH:11]=[CH:10][CH:9]=1)[C:2]1[CH:7]=[CH:6][CH:5]=[CH:4][CH:3]=1.[CH3:21][O:22][C:23]1[CH:30]=[CH:29][C:26]([CH2:27][NH2:28])=[CH:25][CH:24]=1>C(O)C>[CH:1]([C@H:14]1[CH2:20][C@H:19]([OH:18])[C@@H:17]([NH:28][CH2:27][C:26]2[CH:29]=[CH:30][C:23]([O:22][CH3:21])=[CH:24][CH:25]=2)[CH2:16][O:15]1)([C:8]1[CH:13]=[CH:12][CH:11]=[CH:10][CH:9]=1)[C:2]1[CH:3]=[CH:4][CH:5]=[CH:6][CH:7]=1. Procedure: (1R, 4R, 6S)-4-benzhydryl-3,7-dioxa-bicyclo[4.1.0]-heptane 28c (0.02 g, 0.075 mmol) was reacted with p-methoxybenzylamine (0.21 g, 1.50 mmol) in ethanol (Procedure E) to yield (2R, 4S, 5S)-2-benzhydryl-5-(4-methoxy-benzylamino)-tetrahydropyran-4-ol (+)-29a 0.024 g (80%, [α]D=(+)72.8, c=1, MeOH). The 1HNMR and 13CNMR were identical with (2S, 4R, 5R)-2-benzhydryl-5-(4-methoxy-benzylamino)-tetrahydropyran-4-ol. Reactants: C(C1=CC=CC=C1)=O (benzaldehyde), C(C)(=O)C1=CC=C(CC2=C(C=C(N)C=C2Cl)Cl)C=C1 (4-(4-Acetylbenzyl)-3,5-dichloroaniline), N(=O)[O-].[Na+] (sodium nitrite), O.O.[Sn](Cl)Cl (Tin (II) chloride dihydrate). The solvent is O (water), C(Cl)(Cl)Cl (chloroform), C(C)(=O)O (acetic acid), Cl (hydrochloric acid), Cl (hydrochloric acid), O (water). Run at time 1 hour. Yields the product C(C)(=O)C1=CC=C(CC2=C(C=C(C=C2Cl)NN=CC2=CC=CC=C2)Cl)C=C1 (2-[4-(4-Acetylbenzyl)-3,5-dichlorophenyl]-1-benzylidenehydrazine). Yield: 65.3%. As a reaction SMILES: [C:1]([C:4]1[CH:19]=[CH:18][C:7]([CH2:8][C:9]2[C:15]([Cl:16])=[CH:14][C:12]([NH2:13])=[CH:11][C:10]=2[Cl:17])=[CH:6][CH:5]=1)(=[O:3])[CH3:2].[N:20]([O-])=O.[Na+].O.O.[Sn](Cl)Cl.[CH:29](=O)[C:30]1[CH:35]=[CH:34][CH:33]=[CH:32][CH:31]=1>C(O)(=O)C.O.Cl.C(Cl)(Cl)Cl>[C:1]([C:4]1[CH:19]=[CH:18][C:7]([CH2:8][C:9]2[C:15]([Cl:16])=[CH:14][C:12]([NH:13][N:20]=[CH:29][C:30]3[CH:35]=[CH:34][CH:33]=[CH:32][CH:31]=3)=[CH:11][C:10]=2[Cl:17])=[CH:6][CH:5]=1)(=[O:3])[CH3:2] |f:1.2,3.4.5|. Reported procedure: In 10 ml of acetic acid was dissolved 1.0 g of 4-(4-Acetylbenzyl)-3,5-dichloroaniline. To the solution was then added 1.0 ml of 35% hydrochloric acid. To the mixture was added dropwise, while cooling at temperatures ranging from 8-10° C., a solution of 0.3 g of 98.5% sodium nitrite in 1.0 ml water. The reaction mixture was stirred for one hour under the same conditions, to which was then added 2.0 g of Tin (II) chloride dihydrate dissolved in 2.0 ml of 35% hydrochloric acid. The reaction mixture... Reactants: [H-].[H-].[H-].[H-].[Li+].[Al+3] (LiAlH4), C(CC)NC=1C2=CC=CC=C2N=C2CCCC(C12)=O (3,4-dihydro-9-(n-propylamino)acridin-1(2H)-one), [OH-].[K+] (potassium hydroxide), [H-] (hydride). Solvent: CCOCC (ether), O1CCCC1 (tetrahydrofuran). Product: C(CC)NC=1C2=CC=CC=C2N=C2CCCC(C12)O (9-(n-Propylamino)-1,2,3,4-tetrahydroacridin-1-ol). Isolated yield 74.9%. RXN SMILES: [CH2:1]([NH:4][C:5]1[C:6]2[C:11]([N:12]=[C:13]3[C:18]=1[C:17](=[O:19])[CH2:16][CH2:15][CH2:14]3)=[CH:10][CH:9]=[CH:8][CH:7]=2)[CH2:2][CH3:3].[H-].[H-].[H-].[H-].[Li+].[Al+3].[H-].[OH-].[K+]>O1CCCC1.CCOCC>[CH2:1]([NH:4][C:5]1[C:6]2[C:11]([N:12]=[C:13]3[C:18]=1[CH:17]([OH:19])[CH2:16][CH2:15][CH2:14]3)=[CH:10][CH:9]=[CH:8][CH:7]=2)[CH2:2][CH3:3] |f:1.2.3.4.5.6,8.9|. Procedure: In 50 ml of dry tetrahydrofuran was suspended 2.49 g of 3,4-dihydro-9-(n-propylamino)acridin-1(2H)-one. The mechanically stirred suspension was cooled in ice and 4.50 ml (0.5 eq) of 1.1M LiAlH4 solution in ether was added dropwise, whereupon a solution formed. After the addition, the reaction appeared complete based on thin layer chromatography analysis. The excess hydride was neutralized with 0.5 ml of saturated NH4CL solution and thereafter 30% potassium hydroxide was added to dissolve the sal... Starting materials: solution, B (borane), C(#N)C(C1=CC(=C(C=C1F)OC)OC)O (α-(cyano)-6-fluoro-3,4-dimethoxybenzyl alcohol), CO (methanol), Cl (hydrogen chloride). The solvent is O1CCCC1 (tetrahydrofuran), O1CCCC1 (tetrahydrofuran). Reported procedure: To a suspension of 3.24 g α-(cyano)-6-fluoro-3,4-dimethoxybenzyl alcohol obtained in Reference Example 1 in 20 ml tetrahydrofuran, was added dropwise 33 ml of 1M solution of borane in tetrahydrofuran with stirring in a methanol/ice bath under an argon gas atmosphere, and the resulting solution was heated under reflux for three hours. After cooling the reaction mixture in an ice bath, methanol was added until gas evolution was no longer observed, the resulting solution was stirred at room tempera... As a reaction SMILES: [C:1]([CH:3]([OH:15])[C:4]1[C:9]([F:10])=[CH:8][C:7]([O:11][CH3:12])=[C:6]([O:13][CH3:14])[CH:5]=1)#[N:2].B.CO.[ClH:19]>O1CCCC1>[ClH:19].[NH2:2][CH2:1][CH:3]([OH:15])[C:4]1[C:9]([F:10])=[CH:8][C:7]([O:11][CH3:12])=[C:6]([O:13][CH3:14])[CH:5]=1 |f:5.6|. Yields the product Cl.NCC(C1=CC(=C(C=C1F)OC)OC)O (α-(aminomethyl)-6-fluoro-3,4-dimethoxybenzyl alcohol hydrochloride). The reactants are C(C1=CC=CC=C1)(=O)NC1=CC=C(C=C1)C1=CC=C2CN(C(C2=C1)=O)[C@H](C(=O)OC)C(C)C ((S)-Methyl 2-(6-(4-benzamidophenyl)-1-oxoisoindolin-2-yl)-3-methylbutanoate), NC1=CC=C(C=C1)C1=CC=C2CN(C(C2=C1)=O)[C@H](C(=O)OC)C(C)C ((S)-Methyl 2-(6-(4-aminophenyl)-1-oxoisoindolin-2-yl)-3-methylbutanoate), COC=1C=C(C(=O)Cl)C=C(C1OC)OC (3,4,5-trimethoxy benzoyl chloride). Yields the product CC([C@@H](C(=O)OC)N1C(C2=CC(=CC=C2C1)C1=CC=C(C=C1)NC(C1=CC(=C(C(=C1)OC)OC)OC)=O)=O)C ((S)-Methyl 3-methyl-2-(1-oxo-6-(4-(3,4,5-trimethoxybenzamido)phenyl)isoindolin-2-yl)butanoate). Yield: 89.0%. RXN SMILES: C(NC1C=CC(C2C=C3C(CN([C@@H](C(C)C)C(OC)=O)C3=O)=CC=2)=CC=1)(=O)C1C=CC=CC=1.[NH2:34][C:35]1[CH:40]=[CH:39][C:38]([C:41]2[CH:49]=[C:48]3[C:44]([CH2:45][N:46]([C@@H:51]([CH:56]([CH3:58])[CH3:57])[C:52]([O:54][CH3:55])=[O:53])[C:47]3=[O:50])=[CH:43][CH:42]=2)=[CH:37][CH:36]=1.[CH3:59][O:60][C:61]1[CH:62]=[C:63]([CH:67]=[C:68]([O:72][CH3:73])[C:69]=1[O:70][CH3:71])[C:64](Cl)=[O:65]>>[CH3:57][CH:56]([CH3:58])[C@H:51]([N:46]1[CH2:45][C:44]2[C:48](=[CH:49][C:41]([C:38]3[CH:37]=[CH:36][C:35]([NH:34][C:64](=[O:65])[C:63]4[CH:62]=[C:61]([O:60][CH3:59])[C:69]([O:70][CH3:71])=[C:68]([O:72][CH3:73])[CH:67]=4)=[CH:40][CH:39]=3)=[CH:42][CH:43]=2)[C:47]1=[O:50])[C:52]([O:54][CH3:55])=[O:53]. Procedure details: The compound of example 143 was prepared analogous to compound of example 97 by reaction of compound of example 6 with 3,4,5-trimethoxy benzoyl chloride. Reactants: O=C=NCCCl, COc1cc(N)ccc1-c1nc2c(c(C3CCCCC3)nn2C)c(=O)[nH]1, C1CCOC1, O. The product is COc1cc(N2CCNC2=O)ccc1-c1nc2c(c(C3CCCCC3)nn2C)c(=O)[nH]1. RXN SMILES: [Cl:32][CH2:33][CH2:34][N:35]=[C:36]=[O:37].[NH2:6][c:7]1[cH:8][c:9]([O:30][CH3:31])[c:10](-[c:13]2[nH:14][c:15](=[O:29])[c:16]3[c:17]([n:18]2)[n:19]([CH3:28])[n:20][c:21]3[CH:22]2[CH2:23][CH2:24][CH2:25][CH2:26][CH2:27]2)[cH:11][cH:12]1.[O:1]1[CH2:2][CH2:3][CH2:4][CH2:5]1.[OH2:38]>>[N:6]1([c:7]2[cH:8][c:9]([O:30][CH3:31])[c:10](-[c:13]3[nH:14][c:15](=[O:29])[c:16]4[c:17]([n:18]3)[n:19]([CH3:28])[n:20][c:21]4[CH:22]3[CH2:23][CH2:24][CH2:25][CH2:26][CH2:27]3)[cH:11][cH:12]2)[CH2:33][CH2:34][NH:35][C:36]1=[O:37]. Reactants: C1CCC2=NCCCN2CC1, CC#N, [Cl-], C#CC(C)(C)Cl, O, O, N#Cc1ccc(O)cc1. The product is C#CC(C)(C)Oc1ccc(C#N)cc1. As a reaction SMILES: [CH2:10]1[CH2:11][CH2:12][C:13]2=[N:18][CH2:17][CH2:16][CH2:15][N:14]2[CH2:19][CH2:20]1.[CH3:30][C:31]#[N:32].[Cl-:29].[Cl:21][C:22]([C:23]#[CH:24])([CH3:25])[CH3:26].[OH2:27].[OH2:28].[OH:1][c:2]1[cH:3][cH:4][c:5]([C:8]#[N:9])[cH:6][cH:7]1>>[O:1]([c:2]1[cH:3][cH:4][c:5]([C:8]#[N:9])[cH:6][cH:7]1)[C:22]([C:23]#[CH:24])([CH3:25])[CH3:26].